Dataset: the Open Reaction Database (ORD), a public repository of structured organic reaction records. Task: describe an organic reaction: reactants, conditions, products, and yield Reactants: COC(C(=C)C)=O (methylmethacrylate), C=C (ethylene). The solvent is CO (methanol). Reaction conditions: time 2 hour. Product: C=C.COC(C(=C)C)=O (ethylene MMA). RXN SMILES: [CH3:1][O:2][C:3](=[O:7])[C:4]([CH3:6])=[CH2:5].C=C>CO>[CH2:3]=[CH2:4].[CH3:1][O:2][C:3](=[O:7])[C:4]([CH3:6])=[CH2:5] |f:3.4|. Procedure details: 2 ml of purified methylmethacrylate (MMA) was charged in the above flask where ethylene polymerization had been conducted, and block copolymerization was initiated at room temperature. After 2 hours, the reaction solution was poured into a large amount of methanol to stop polymerization and to precipitate a polymer. The polymer thus precipitated was filtrated, washed with methanol and dried under reduced pressure to measure its weight. The polymer thus obtained was extracted with chloroform in a...